From a dataset of the Open Reaction Database (ORD), a public repository of structured organic reaction records. describe an organic reaction: reactants, conditions, products, and yield Starting materials: N1(NNC2=C1C=CC=C2)C[C@@H]2C[C@@H](CC2)N ((3S,1R)-3-(2H-benzo[d][1,2,3]triazol-1-ylmethyl)cyclopentylamine), C(=O)(C(F)(F)F)O (TFA), C(=O)(C(F)(F)F)O (TFA). The solvent is ClCCl (dichloromethane). The product is FC(C(=O)O)(F)F.N1(NNC2=C1C=CC=C2)C[C@@H]2C[C@@H](CC2)N ((3S,1R)-3-(2H-benzo[d][1,2,3]triazol-1-ylmethyl)cyclopentylamine trifluoroacetate). As a reaction SMILES: [N:1]1([CH2:10][C@H:11]2[CH2:15][CH2:14][C@@H:13]([NH2:16])[CH2:12]2)[C:5]2[CH:6]=[CH:7][CH:8]=[CH:9][C:4]=2[NH:3][NH:2]1.[C:17]([OH:23])([C:19]([F:22])([F:21])[F:20])=[O:18]>ClCCl>[F:20][C:19]([F:22])([F:21])[C:17]([OH:23])=[O:18].[N:1]1([CH2:10][C@H:11]2[CH2:15][CH2:14][C@@H:13]([NH2:16])[CH2:12]2)[C:5]2[CH:6]=[CH:7][CH:8]=[CH:9][C:4]=2[NH:3][NH:2]1 |f:3.4|. Procedure details: Deprotection of N1-BOC-[(3S,1R)-3-(2H-benzo[d][1,2,3]triazol-1-ylmethyl)cyclopentylamine (420 mg, 1.33 mmol), the less polar isomer from Step 1 using TFA (2 ml) in dry dichloromethane (2 ml) as described in Example 1, Step 2 gave 438 mg of the amine as its TFA salt, which was used as such for the next step. Product: O1C(=CC=C1)C=1N=C(SC1C(=O)C1CCOCC1)NC(=O)C1CC1 (N-[4-(2-Furyl)-5-(tetrahydropyran-4-ylcarbonyl)thiazol-2-yl]cyclopropanecarboxamide). Isolated yield 65.0%. Reagents/catalysts: CN(C)C=1C=CN=CC1 (DMAP). The reactants are O1CCC(CC1)C(=O)C1=C(N=C(S1)N)C=1OC=CC1 (2-Amino-4-(2-furyl)thiazol-5-yl tetrahydropyran-4-yl ketone), C1(CC1)C(=O)Cl (cyclopropanecarbonyl chloride), O (water). Reported procedure: Compound 454 (1.67 g, 6.00 mmol) and DMAP (36.7 mg, 0.300 mmol) were suspended in pyridine (24 mL), and cyclopropanecarbonyl chloride (1.09 mL, 12.0 mmol) was added thereto, followed by stirring at 60° C. for 90 minutes. The reaction mixture was poured into water, and the precipitated solid was collected by filtration. The resulting solid was purified through silica gel column chromatography (chloroform:methanol=99:1), followed by recrystallizing from ethanol to afford the entitled Compound 456 ... The solvent is N1=CC=CC=C1 (pyridine). RXN SMILES: [O:1]1[CH2:6][CH2:5][CH:4]([C:7]([C:9]2[S:13][C:12]([NH2:14])=[N:11][C:10]=2[C:15]2[O:16][CH:17]=[CH:18][CH:19]=2)=[O:8])[CH2:3][CH2:2]1.[CH:20]1([C:23](Cl)=[O:24])[CH2:22][CH2:21]1.O>CN(C1C=CN=CC=1)C.N1C=CC=CC=1>[O:16]1[CH:17]=[CH:18][CH:19]=[C:15]1[C:10]1[N:11]=[C:12]([NH:14][C:23]([CH:20]2[CH2:22][CH2:21]2)=[O:24])[S:13][C:9]=1[C:7]([CH:4]1[CH2:5][CH2:6][O:1][CH2:2][CH2:3]1)=[O:8]. Run at temperature 60 celsius, time 90 minute. Reactants: C(C=C)C1C(CCC(C(OC(C2CCCCN2C(C(C2(C(CC(C(C(CC(CC(=C1)C)C)OC)O2)OC)C)O)O)=O)=O)C(=CC2CC(C(CC2)O)OC)C)C)=O (17-allyl-1,2-dihydroxy-12-[2-(4-hydroxy-3-methoxycyclohexyl)-1-methylvinyl]-23,25-dimethoxy-13,19,21,27-tetramethyl-11,28-dioxa-4-azatricyclo [22.3.1.04,9 ]octacos-18-ene-3,10,16-trione), compound, C([O-])([O-])=O.[K+].[K+] (potassium carbonate). Run in CO (methanol). Reaction conditions: time 1.5 hour. The product is C(C=C)C(C=C(CC(CC(C(C(CC(C(=O)O)C)OC)O)OC)C)C)C(CCC(C(C(=CC1CC(C(CC1)O)OC)C)O)C)=O (12-Allyl-5,17-dihydroxy-19-[4-hydroxy-3-methoxycyclo hexyl]-13-oxo-2,8,10,16,18-pentamethyl-4,6-dimethoxynona deca-10.18-dienoic acid). As a reaction SMILES: [CH2:1]([CH:4]1[CH:30]=[C:29]([CH3:31])[CH2:28][CH:27]([CH3:32])[CH2:26][CH:25]([O:33][CH3:34])[CH:24]2[O:35][C:20](O)([CH:21](C)[CH2:22][CH:23]2[O:36][CH3:37])C(O)C(=O)N2C(CCCC2)C(=O)[O:10][CH:9]([C:43]([CH3:54])=[CH:44][CH:45]2[CH2:50][CH2:49][CH:48]([OH:51])[CH:47]([O:52][CH3:53])[CH2:46]2)[CH:8]([CH3:55])[CH2:7][CH2:6][C:5]1=[O:56])[CH:2]=[CH2:3].[C:57](=[O:60])([O-])[O-:58].[K+].[K+]>CO>[CH2:1]([CH:4]([C:5](=[O:56])[CH2:6][CH2:7][CH:8]([CH3:55])[CH:9]([OH:10])[C:43]([CH3:54])=[CH:44][CH:45]1[CH2:50][CH2:49][CH:48]([OH:51])[CH:47]([O:52][CH3:53])[CH2:46]1)[CH:30]=[C:29]([CH3:31])[CH2:28][CH:27]([CH3:32])[CH2:26][CH:25]([O:33][CH3:34])[CH:24]([OH:35])[CH:23]([O:36][CH3:37])[CH2:22][CH:21]([CH3:20])[C:57]([OH:58])=[O:60])[CH:2]=[CH2:3] |f:1.2.3|. Reported procedure: A mixture of 17-allyl-1,2-dihydroxy-12-[2-(4-hydroxy-3-methoxycyclohexyl)-1-methylvinyl]-23,25-dimethoxy-13,19,21,27-tetramethyl-11,28-dioxa-4-azatricyclo [22.3.1.04,9 ]octacos-18-ene-3,10,16-trione (the compound of Example 15, European Patent Application No 323042) (2.5 g) and potassium carbonate (1.14 g) in methanol (25 ml) was stirred at ambient temperature for 1.5 hours, and then filtered. To the filtrate were added water and diethyl ether, and the separated aqueous layer was acidified with ...